From a dataset of the Open Reaction Database (ORD), a public repository of structured organic reaction records. describe an organic reaction: reactants, conditions, products, and yield The reactants are FC(S(=O)(=O)OC1=NC=2CCCC(C2C=C1)=O)(F)F (5-oxo-5,6,7,8-tetrahydroquinolin-2-yl trifluoromethanesulfonate), C(CCC)[Sn](C=C)(CCCC)CCCC (tributyl(vinyl)stannane), [Cl-].[Li+] (lithium chloride). The reagents and catalysts are C=1C=CC(=CC1)[P](C=2C=CC=CC2)(C=3C=CC=CC3)[Pd]([P](C=4C=CC=CC4)(C=5C=CC=CC5)C=6C=CC=CC6)([P](C=7C=CC=CC7)(C=8C=CC=CC8)C=9C=CC=CC9)[P](C=1C=CC=CC1)(C=1C=CC=CC1)C=1C=CC=CC1 (tetrakis(triphenylphosphine)palladium(0)). Solvent: O1CCOCC1 (dioxane). Conditions: time 5 minute. Yields the product C(=C)C1=NC=2CCCC(C2C=C1)=O (2-vinyl-7,8-dihydroquinolin-5(6H)-one). Yield: 84.0%. Reaction SMILES: FC(F)(F)S(O[C:7]1[CH:16]=[CH:15][C:14]2[C:13](=[O:17])[CH2:12][CH2:11][CH2:10][C:9]=2[N:8]=1)(=O)=O.[CH2:20]([Sn](CCCC)(CCCC)C=C)[CH2:21]CC.[Cl-].[Li+]>O1CCOCC1.C1C=CC([P]([Pd]([P](C2C=CC=CC=2)(C2C=CC=CC=2)C2C=CC=CC=2)([P](C2C=CC=CC=2)(C2C=CC=CC=2)C2C=CC=CC=2)[P](C2C=CC=CC=2)(C2C=CC=CC=2)C2C=CC=CC=2)(C2C=CC=CC=2)C2C=CC=CC=2)=CC=1>[CH:20]([C:7]1[CH:16]=[CH:15][C:14]2[C:13](=[O:17])[CH2:12][CH2:11][CH2:10][C:9]=2[N:8]=1)=[CH2:21] |f:2.3,^1:46,48,67,86|. Procedure: To a solution of 5-oxo-5,6,7,8-tetrahydroquinolin-2-yl trifluoromethanesulfonate (Preparation 54B, 2.21 g, 7.49 mmol) in dioxane (12 mL) in a sealed tube was added sequentially tributyl(vinyl)stannane (2.418 mL, 8.23 mmol) and lithium chloride (0.952 g, 22.46 mmol). The mixture was degassed under reduced pressure and charged with nitrogen (3×). To the mixture was added tetrakis(triphenylphosphine)palladium(0) (0.865 g, 0.749 mmol), and the mixture was stirred under a strong stream of nitrogen fo... Reaction SMILES: Br[C:2]1[CH:3]=[C:4]2[C@@:15]3([CH2:19][O:18][C:17]([NH2:20])=[N:16]3)[C:14]3[CH:13]=[C:12](Cl)[N:11]=[C:10]([O:22][CH3:23])[C:9]=3[O:8][C:5]2=[CH:6][CH:7]=1.[N:24]1[CH:29]=[CH:28][CH:27]=[C:26](B(O)O)[CH:25]=1.[F:33][C:34]1[CH:39]=[C:38](B(O)O)[CH:37]=[CH:36][N:35]=1>>[F:33][C:34]1[CH:39]=[C:38]([C:12]2[N:11]=[C:10]([O:22][CH3:23])[C:9]3[O:8][C:5]4[C:4]([C@@:15]5([CH2:19][O:18][C:17]([NH2:20])=[N:16]5)[C:14]=3[CH:13]=2)=[CH:3][C:2]([C:26]2[CH:25]=[N:24][CH:29]=[CH:28][CH:27]=2)=[CH:7][CH:6]=4)[CH:37]=[CH:36][N:35]=1. Starting materials: BrC=1C=C2C(=CC1)OC=1C(=NC(=CC1[C@@]21N=C(OC1)N)Cl)OC ((S)-7-bromo-3-chloro-1-methoxy-5′H-spiro[chromeno[2,3-c]pyridine-5,4′-oxazol]-2′-amine), N1=CC(=CC=C1)B(O)O (pyridin-3-ylboronic acid), FC1=NC=CC(=C1)B(O)O (2-fluoropyridin-4-ylboronic acid). Reported procedure: The titled compound was synthesized by steps analogous to those described in method AA1 above, but using (S)-7-bromo-3-chloro-1-methoxy-5′H-spiro[chromeno[2,3-c]pyridine-5,4′-oxazol]-2′-amine (prepared as described in Method CC16), pyridin-3-ylboronic acid and 2-fluoropyridin-4-ylboronic acid. Yields the product FC1=NC=CC(=C1)C1=CC2=C(C(=N1)OC)OC1=CC=C(C=C1[C@]21N=C(OC1)N)C=1C=NC=CC1 ((S)-3-(2-fluoropyridin-4-yl)-1-methoxy-7-(pyridin-3-yl)-5′H-spiro[chromeno[2,3-c]pyridine-5,4′-oxazol]-2′-amine). Starting materials: C(C)(C)(C)OC(=O)N1CCN(CC1)C1=CC(NC2=CC(=CC=C12)Cl)=O (4-[4-(tert-Butoxycarbonyl)piperazin-1-yl]-7-chloroquinol-2-one), [H-].[Na+] (sodium hydride), N-phenyl(trifluoromethylsulfon)imide, CNC (dimethylamine). The product is C(C)(C)(C)OC(=O)N1CCN(CC1)C1=CC(=NC2=CC(=CC=C12)Cl)N(C)C (4-[4-(tert-butoxycarbonyl)piperazin-1-yl]-7-chloro-2-dimethylaminoquinoline). Yield: 58.8%. Reaction SMILES: [C:1]([O:5][C:6]([N:8]1[CH2:13][CH2:12][N:11]([C:14]2[C:23]3[C:18](=[CH:19][C:20]([Cl:24])=[CH:21][CH:22]=3)[NH:17][C:16](=O)[CH:15]=2)[CH2:10][CH2:9]1)=[O:7])([CH3:4])([CH3:3])[CH3:2].[H-].[Na+].[CH3:28][NH:29][CH3:30]>>[C:1]([O:5][C:6]([N:8]1[CH2:13][CH2:12][N:11]([C:14]2[C:23]3[C:18](=[CH:19][C:20]([Cl:24])=[CH:21][CH:22]=3)[N:17]=[C:16]([N:29]([CH3:30])[CH3:28])[CH:15]=2)[CH2:10][CH2:9]1)=[O:7])([CH3:4])([CH3:3])[CH3:2] |f:1.2|. Procedure details: 4-[4-(tert-Butoxycarbonyl)piperazin-1-yl]-7-chloroquinol-2-one (74 mg, 0.2 mmol), sodium hydride (8 mg, 0.3 mmol), N-phenyl(trifluoromethylsulfon)imide (101 mg, 0.28 mmol), and dimethylamine (2 M in THF, 2 mL, 4.0 mmol) are treated according to method E yielding 46 mg of the 4-[4-(tert-butoxycarbonyl)piperazin-1-yl]-7-chloro-2-dimethylaminoquinoline. This is treated with TFA-CH2Cl2 1:1 (0.6 mL) for 1 h and concentrated. The residue is converted into the title product with 4-fluorophenyl isocyana... Reactants: ClC1=CC(=NC=C1NC(C1=CC(=C(C=C1)OCC1CC1)Cl)=O)OC[C@H](C)NC(OC(C)(C)C)=O (tert-butyl ((2S)-1-((4-chloro-5-((3-chloro-4-(cyclopropylmethoxy)benzoyl)amino)pyridin-2-yl)oxy)propan-2-yl)carbamate), C([O-])([O-])=O.[K+].[K+] (potassium carbonate), O (water). The reagents and catalysts are [Cu]I (copper(I) iodide). The solvent is CN(C)C=O (DMF). Reaction conditions: temperature 160 celsius, time 5 hour. The product is ClC=1C=C(C=CC1OCC1CC1)C=1OC2=C(C=NC(=C2)OC[C@H](C)NC(C)=O)N1 (N-((2S)-1-((2-(3-chloro-4-(cyclopropylmethoxy)phenyl) [1,3]oxazolo[4,5-c]pyridin-6-yl)oxy)propan-2-yl)acetamide). The yield is 11.1%. Reaction SMILES: Cl[C:2]1[C:7]([NH:8][C:9](=[O:22])[C:10]2[CH:15]=[CH:14][C:13]([O:16][CH2:17][CH:18]3[CH2:20][CH2:19]3)=[C:12]([Cl:21])[CH:11]=2)=[CH:6][N:5]=[C:4]([O:23][CH2:24][C@@H:25]([NH:27][C:28](=[O:34])OC(C)(C)C)[CH3:26])[CH:3]=1.[C:35](=O)([O-])[O-].[K+].[K+].O>CN(C=O)C.[Cu]I>[Cl:21][C:12]1[CH:11]=[C:10]([C:9]2[O:22][C:2]3[CH:3]=[C:4]([O:23][CH2:24][C@@H:25]([NH:27][C:28](=[O:34])[CH3:35])[CH3:26])[N:5]=[CH:6][C:7]=3[N:8]=2)[CH:15]=[CH:14][C:13]=1[O:16][CH2:17][CH:18]1[CH2:19][CH2:20]1 |f:1.2.3|. Procedure: A suspension of tert-butyl ((2S)-1-((4-chloro-5-((3-chloro-4-(cyclopropylmethoxy)benzoyl)amino)pyridin-2-yl)oxy)propan-2-yl)carbamate (1.02 g), potassium carbonate (0.552 g) and copper(I) iodide (38.0 mg) in DMF (10 mL) was stirred at 160° C. for 5 hr under microwave irradiation. To the reaction mixture was added water, and the obtained mixture was extracted with ethyl acetate. The extract was washed with saturated brine, and subjected to silica gel column chromatography (NH, ethyl acetate). The... RXN SMILES: [CH3:1][C:2]([Cl:3])=[O:4].[Cl:5][c:6]1[cH:7][cH:8][c:9]([CH:12]([CH:13]=[C:14]([CH2:15][OH:16])[F:17])[CH:18]2[CH2:19][CH2:20]2)[cH:10][cH:11]1.[OH2:21].[cH:22]1[cH:23][cH:24][cH:25][cH:26][cH:27]1.[cH:28]1[cH:29][cH:30][n:31][cH:32][cH:33]1>>[CH3:1][C:2](=[O:4])[O:16][CH2:15][C:14](=[CH:13][CH:12]([c:9]1[cH:8][cH:7][c:6]([Cl:5])[cH:11][cH:10]1)[CH:18]1[CH2:19][CH2:20]1)[F:17]. The product is CC(=O)OCC(F)=CC(c1ccc(Cl)cc1)C1CC1. Starting materials: CC(=O)Cl, OCC(F)=CC(c1ccc(Cl)cc1)C1CC1, O, c1ccccc1, c1ccncc1. Reactants: FC1=C(C=CC=C1)O (2-fluorophenol), BrC[C@H](CCl)C ((2S)-1-bromo-3-chloro-2-methylpropane). Yields the product ClC[C@@H](COC1=C(C=CC=C1)F)C (1-{[(2R)-3-CHLORO-2-METHYLPROPYL]OXY}-2-FLUOROBENZENE). RXN SMILES: [F:1][C:2]1[CH:7]=[CH:6][CH:5]=[CH:4][C:3]=1[OH:8].Br[CH2:10][C@@H:11]([CH3:14])[CH2:12][Cl:13]>>[Cl:13][CH2:12][C@H:11]([CH3:14])[CH2:10][O:8][C:3]1[CH:4]=[CH:5][CH:6]=[CH:7][C:2]=1[F:1]. Reported procedure: Prepared by Procedure U and Scheme AK using 2-fluorophenol and (2S)-1-bromo-3-chloro-2-methylpropane. The reactants are N(=O)[O-].[Na+] (Sodium nitrite), C([O-])([O-])=O.[Ca+2] (calcium carbonate), C(CC)N(C1COC2=CC=CC(=C2C1)N)CCC (3-Dipropylamino-5-aminochroman), FC(C(=O)O)(F)F (trifluoracetic acid), N(=O)[O-].[Na+] (sodium nitrite). The reagents and catalysts are S(=O)(=O)([O-])[O-].[Cu+2] (copper sulfate), [Cu-]=O (copper (1) oxide). Solvent: O (water), O (water), O (water), O (water). Run at time 15 minute. Product: C(CC)N(C1COC2=CC=CC(=C2C1)[N+](=O)[O-])CCC (3-Dipropylamino-5-nitrochroman). RXN SMILES: [CH2:1]([N:4]([CH2:16][CH2:17][CH3:18])[CH:5]1[CH2:14][C:13]2[C:8](=[CH:9][CH:10]=[CH:11][C:12]=2N)[O:7][CH2:6]1)[CH2:2][CH3:3].FC(F)(F)C(O)=O.[N:26]([O-:28])=[O:27].[Na+].C(=O)([O-])[O-].[Ca+2]>O.S([O-])([O-])(=O)=O.[Cu+2].[Cu-]=O>[CH2:16]([N:4]([CH2:1][CH2:2][CH3:3])[CH:5]1[CH2:14][C:13]2[C:8](=[CH:9][CH:10]=[CH:11][C:12]=2[N+:26]([O-:28])=[O:27])[O:7][CH2:6]1)[CH2:17][CH3:18] |f:2.3,4.5,7.8|. Procedure details: 3-Dipropylamino-5-aminochroman (Example 14; 0.050 g, 0.20 mmol) was dissolved in a mixture of trifluoracetic acid (0.080 ml, 1.0 mmol) in water (5 ml). The clear solution was cooled to 0°-4° C. Sodium nitrite (0.017 g, 2.5 mmol) in water (1.0 ml), was added dropwise with good stirring. The solution was stirred for 15 minutes and neutralized with calcium carbonate. A solution of sodium nitrite (0.50 g, 7.2 mmol) in water (1.0 ml) was added followed by a mixture of copper sulfate (0.10 g, 0.62 mmo...